Task: describe an organic reaction: reactants, conditions, products, and yield. Dataset: the Open Reaction Database (ORD), a public repository of structured organic reaction records Reactants: disulfide, [OH-].[Na+] (NaOH), C1(=C(C=CC=C1)N)N (1,2-phenylenediamine), SCC(=O)O (2-mercaptoacetic acid), SCC(=O)O (2-mercaptoacetic acid). Isolated yield 69.8%. The solvent is Cl (hydrochloric acid). Reaction SMILES: [C:1]1([NH2:8])[CH:6]=[CH:5][CH:4]=[CH:3][C:2]=1[NH2:7].[SH:9][CH2:10][C:11](O)=O.[OH-].[Na+]>Cl>[NH:7]1[C:2]2[CH:3]=[CH:4][CH:5]=[CH:6][C:1]=2[N:8]=[C:11]1[CH2:10][SH:9] |f:2.3|. Yields the product N1C(=NC2=C1C=CC=C2)CS ((1H-Benzo[d]imidazol-2-yl)-methanethiol). Run at temperature 60 celsius, time 48 hour. Procedure: To 1,2-phenylenediamine (1.88 g, 17 mmol) in 50% v/v hydrochloric acid (20 ml) was added 2-mercaptoacetic acid (1.3 ml, 1.7 g, 19 mmol). The reaction mixture was heated, under nitrogen, at 60° C. then at 90° C. for 48 hours. Additional 2-mercaptoacetic acid (400 μl, 530 mg, 6 mmol) was added in this time. A sample was analyzed by HPLC. The reaction mixture was cooled and neutralized to pH 5 with 40% v/v NaOH. The resulting solid was washed with water (50 ml) and dried under vacuum to yield (1H-B...